From a dataset of the Open Reaction Database (ORD), a public repository of structured organic reaction records. describe an organic reaction: reactants, conditions, products, and yield Starting materials: CC(C)([O-])C.[K+] (potassium tert-butoxide), C(C=C)OC(=O)N([C@@H](C)C(=O)OC)CCCC(=O)OCC (methyl N-[(allyloxy)carbonyl]-N-(4-ethoxy-4-oxobutyl)-L-alaninate), P(=O)(O)(O)[O-].[Na+] (sodium dihydrogenphosphate), C(C)(=O)OCC (ethyl acetate). Solvent: C1CCOC1 (THF), C1CCOC1 (THF). Run at temperature 60 celsius, time 1 minute. Yields the product C[C@@H]1N(CCC(C1=O)C(=O)OCC)C(=O)OCC=C (1-allyl 4-ethyl (2S)-2-methyl-3-oxo-1,4-piperidinedicarboxylate), C[C@@H]1N(CCC(C1=O)C(=O)OC)C(=O)OCC=C (1-allyl 4-methyl (2S)-2-methyl-3-oxo-1,4-piperidinedicarboxylate). Reaction SMILES: CC(C)([O-])C.[K+].[CH2:7]([O:10][C:11]([N:13]([CH2:20][CH2:21][CH2:22][C:23]([O:25][CH2:26][CH3:27])=[O:24])[C@H:14]([C:16]([O:18]C)=O)[CH3:15])=[O:12])[CH:8]=[CH2:9].P([O-])(O)(O)=O.[Na+].C(OCC)(=O)C>C1COCC1>[CH3:15][C@H:14]1[C:16](=[O:18])[CH:22]([C:23]([O:25][CH2:26][CH3:27])=[O:24])[CH2:21][CH2:20][N:13]1[C:11]([O:10][CH2:7][CH:8]=[CH2:9])=[O:12].[CH3:15][C@H:14]1[C:16](=[O:18])[CH:22]([C:23]([O:25][CH3:26])=[O:24])[CH2:21][CH2:20][N:13]1[C:11]([O:10][CH2:7][CH:8]=[CH2:9])=[O:12] |f:0.1,3.4|. Procedure details: To a suspension of potassium tert-butoxide (3.42 g, 30 mol) in THF which was warmed at 60° C. was added a solution of methyl N-[(allyloxy)carbonyl]-N-(4-ethoxy-4-oxobutyl)-L-alaninate(4.60 g, 15 mmol) in THF (30 ml) and after stirring for 1 minute, the reaction solution was poured into an aqueous sodium dihydrogenphosphate solution (1M, 50 ml). The solution was adjusted to pH 2–3 and thereto was added ethyl acetate. After separating the mixture with a separating funnel, the aqueous layer was ext... Starting materials: O1C2=C(C=C1CCCCO)C=CC=C2 (2-benzo[b]furanbutanol), BrCCCCCCBr (1,6-dibromohexane), [OH-].[Na+] (sodium hydroxide). Run in O (Water). Run at time 8 hour. Yields the product BrCCCCCCOCCCCC1=CC2=C(O1)C=CC=C2 (2-[4-[(6-Bromohexyl)oxy]butyl]benzo[b]furan). Reaction SMILES: [O:1]1[C:5]([CH2:6][CH2:7][CH2:8][CH2:9][OH:10])=[CH:4][C:3]2[CH:11]=[CH:12][CH:13]=[CH:14][C:2]1=2.[Br:15][CH2:16][CH2:17][CH2:18][CH2:19][CH2:20][CH2:21]Br.[OH-].[Na+]>O>[Br:15][CH2:16][CH2:17][CH2:18][CH2:19][CH2:20][CH2:21][O:10][CH2:9][CH2:8][CH2:7][CH2:6][C:5]1[O:1][C:2]2[CH:14]=[CH:13][CH:12]=[CH:11][C:3]=2[CH:4]=1 |f:2.3|. Procedure details: A mixture of 2-benzo[b]furanbutanol (2 g), 1,6-dibromohexane (7.7 ml), TAB (500 mg) in 50% w/v sodium hydroxide solution (100 ml) was stirred at room temperature overnight. Water (100 ml) was added and the mixture extracted with ethyl acetate (2×100 ml). The combined organic extracts were dried and concentrated to give an oil. Purification by FCC eluting with hexane:ethyl acetate, 100:0→95:5) gave the title compound as a clear oil (2.1 g), t.l.c. (ether) Rf 0.83. The reactants are [Na] (sodium), C1=CC=CC=2OC3=CC=CC=C3C(C12)C(=O)N (9-xanthencarboxamide), C(C)(=O)O (acetic acid). Run in O1CCOCC1 (dioxane), O1CCOCC1 (dioxane). The product is NCC1C2=CC=CC=C2OC=2C=CC=CC12 (9-aminomethylxanthene). The yield is 76.0%. As a reaction SMILES: [Na].[CH:2]1[C:15]2[CH:14]([C:16]([NH2:18])=O)[C:13]3[C:8](=[CH:9][CH:10]=[CH:11][CH:12]=3)[O:7][C:6]=2[CH:5]=[CH:4][CH:3]=1.C(O)(=O)C>O1CCOCC1>[NH2:18][CH2:16][CH:14]1[C:15]2[CH:2]=[CH:3][CH:4]=[CH:5][C:6]=2[O:7][C:8]2[C:13]1=[CH:12][CH:11]=[CH:10][CH:9]=2 |^1:0|. Reported procedure: To a stirred suspension of sodium boronhydride (1.89 g, 50 mmol) and 9-xanthencarboxamide (2.25 g, 10 mmol) in dioxane (20 mL) was added acetic acid (3.0 g, 50 mmol) in dioxane (10 mL) over a period of 10 minutes at 10° C.; the reaction mixture was stirred at reflux for 2 hours. The reaction mixture was concentrated to dryness in vacuo, excess reagent was decomposed with water and the solution extracted with chloroform. The extract was washed with water and dried over anhydrous sodium sulphate. ... The reactants are C1CCOC1, CC(=O)O, CCO, C=Cc1cn2ncnc(N)c2c1-c1ccc(NC(=O)Nc2cc(C(F)(F)F)ccn2)cc1. Yields the product CCc1cn2ncnc(N)c2c1-c1ccc(NC(=O)Nc2cc(C(F)(F)F)ccn2)cc1. RXN SMILES: [CH2:37]1[O:38][CH2:39][CH2:40][CH2:41]1.[CH3:33][C:34](=[O:35])[OH:36].[CH3:42][CH2:43][OH:44].[NH2:1][c:2]1[n:3][cH:4][n:5][n:6]2[c:7]1[c:8](-[c:13]1[cH:14][cH:15][c:16]([NH:19][C:20](=[O:21])[NH:22][c:23]3[n:24][cH:25][cH:26][c:27]([C:29]([F:30])([F:31])[F:32])[cH:28]3)[cH:17][cH:18]1)[c:9]([CH:11]=[CH2:12])[cH:10]2>>[NH2:1][c:2]1[n:3][cH:4][n:5][n:6]2[c:7]1[c:8](-[c:13]1[cH:14][cH:15][c:16]([NH:19][C:20](=[O:21])[NH:22][c:23]3[n:24][cH:25][cH:26][c:27]([C:29]([F:30])([F:31])[F:32])[cH:28]3)[cH:17][cH:18]1)[c:9]([CH2:11][CH3:12])[cH:10]2. Reactants: COC1=C(C=CC=C1)C1=CC2=C(N=CN=C2O)N1 (6-(2-methoxy-phenyl)-7H-pyrrolo[2,3-d]pyrimidin-4-ol), P(=O)(Cl)(Cl)Cl (phosphorus oxychloride), ice water. Yields the product ClC=1C2=C(N=CN1)NC(=C2)C2=C(C=CC=C2)OC (4-Chloro-6-(2-methoxy-phenyl)-7H-pyrrolo[2,3-d]pyrimidine). RXN SMILES: [CH3:1][O:2][C:3]1[CH:8]=[CH:7][CH:6]=[CH:5][C:4]=1[C:9]1[NH:18][C:12]2[N:13]=[CH:14][N:15]=[C:16](O)[C:11]=2[CH:10]=1.P(Cl)(Cl)([Cl:21])=O>>[Cl:21][C:16]1[C:11]2[CH:10]=[C:9]([C:4]3[CH:5]=[CH:6][CH:7]=[CH:8][C:3]=3[O:2][CH3:1])[NH:18][C:12]=2[N:13]=[CH:14][N:15]=1. Procedure: Under argon, 6.2 g (25.7 mmol) of 6-(2-methoxy-phenyl)-7H-pyrrolo[2,3-d]pyrimidin-4-ol and 62 ml of phosphorus oxychloride are heated at 125° C. for 1.5 hours. The reaction mixture is poured into ice-water and extracted three times with ethyl acetate. The organic phases are washed with water, NaHCO3 solution and brine, dried with MgSO4 and concentrated by evaporation. Filtering through a silica gel column with ethyl acetate yields the title compound; TLC-Rf =0.8 (hexane/ethyl acetate [1:1]). Starting materials: O=C(NC1=C(F)C(F)=C(C(F)=C1F)C(F)(F)F)C2=CC=C(F)C=C2. Reagents/catalysts: [Na].O=S(=O)(O)C1=CC=C(C=C1)C, [K].O=S(=O)(O)OOS(=O)(=O)O, O1B(OC(C)(C)C1(C)C)B2OC(C)(C)C(O2)(C)C, O=C(C=CC1=CC=C(C=C1)C(F)(F)F)C=CC2=CC=C(C=C2)C(F)(F)F, [Pd].O=C(O)C. Run in N#CC. Reaction conditions: temperature 80 celsius, time 24 hour. Product: O=C(NC1=C(F)C(F)=C(C(F)=C1F)C(F)(F)F)C2=CC=C(F)C=C2B3OC(C)(C)C(O3)(C)C. Isolated yield 75.0%. Starting materials: O=C([O-])[O-], CS(C)=O, Oc1ccc2c(c1)CCN(C1CCC1)CC2, N#Cc1ccc(F)c(F)c1, [K+], [K+]. The product is N#Cc1ccc(Oc2ccc3c(c2)CCN(C2CCC2)CC3)c(F)c1. As a reaction SMILES: [C:27](=[O:28])([O-:29])[O-:30].[CH3:33][S:34]([CH3:35])=[O:36].[CH:1]1([N:5]2[CH2:6][CH2:7][c:8]3[c:9]([cH:12][c:13]([OH:16])[cH:14][cH:15]3)[CH2:10][CH2:11]2)[CH2:2][CH2:3][CH2:4]1.[F:17][c:18]1[cH:19][c:20]([C:21]#[N:22])[cH:23][cH:24][c:25]1[F:26].[K+:31].[K+:32]>>[CH:1]1([N:5]2[CH2:6][CH2:7][c:8]3[c:9]([cH:12][c:13]([O:16][c:25]4[c:18]([F:17])[cH:19][c:20]([C:21]#[N:22])[cH:23][cH:24]4)[cH:14][cH:15]3)[CH2:10][CH2:11]2)[CH2:2][CH2:3][CH2:4]1.